This data is from the Open Reaction Database (ORD), a public repository of structured organic reaction records. The task is: describe an organic reaction: reactants, conditions, products, and yield The reactants are CC(=O)SCC(CSC(C)=O)C(=O)Cl, Cl, Cl, O=C(O)C1CCc2ccccc2N1, c1ccncc1. Product: CC(=O)SCC(CSC(C)=O)C(=O)N1c2ccccc2CCC1C(=O)O. Reaction SMILES: [C:15]([CH3:16])(=[O:17])[S:18][CH2:19][CH:20]([C:21](=[O:22])[Cl:23])[CH2:24][S:25][C:26]([CH3:27])=[O:28].[ClH:1].[ClH:29].[NH:2]1[CH:3]([C:12](=[O:13])[OH:14])[CH2:4][CH2:5][c:6]2[cH:7][cH:8][cH:9][cH:10][c:11]21.[cH:30]1[cH:31][cH:32][n:33][cH:34][cH:35]1>>[N:2]1([C:21]([CH:20]([CH2:19][S:18][C:15]([CH3:16])=[O:17])[CH2:24][S:25][C:26]([CH3:27])=[O:28])=[O:22])[CH:3]([C:12](=[O:13])[OH:14])[CH2:4][CH2:5][c:6]2[cH:7][cH:8][cH:9][cH:10][c:11]21. Starting materials: O1C2CC=3C=CC=C(C3CC21)O (5,6,7,8-tetrahydro-6,7-epoxy-1-naphthol), Cl(=O)(=O)(=O)O (perchloric acid). The solvent is O1CCCC1 (tetrahydrofuran). Yields the product C1(=CC=CC=2C[C@H]([C@@H](CC12)O)O)O (trans-5,6,7,8-tetrahydro-1,6,7-naphthalenetriol). Reaction SMILES: [O:1]1[CH:11]2[CH:2]1[CH2:3][C:4]1[CH:5]=[CH:6][CH:7]=[C:8]([OH:12])[C:9]=1[CH2:10]2.Cl(O)(=O)(=O)=[O:14]>O1CCCC1>[C:8]1([OH:12])[C:9]2[CH2:10][C@@H:11]([OH:1])[C@H:2]([OH:14])[CH2:3][C:4]=2[CH:5]=[CH:6][CH:7]=1. Procedure: Alternatively, the 2,3-trans-1,2,3,4-tetrahydro-5-[2-hydroxy-3-(substituted-amino)propoxy]-2,3-naphthalenediol isomer XXVII can be prepared from a 5,8-dihydro-1-naphthol of the structure ##STR34## prepared as described hereinbefore, by mixing a cooled solution (temperature less than about 30° C.) of 5,8-dihydro-1-naphthol in ethyl acetate with m-chloroperbenzoic acid and mixing the resulting slurry with a mixture of ethyl ether and aqueous sodium bicarbonate, to form 5,6,7,8-tetrahydro-6,7-epoxy... Starting materials: ClC=1C=C(C=CC1OC)CCC1(CC(CC(O1)=O)=O)C1CCCC1 (6-[2-(3-Chloro-4-methoxy-phenyl)-ethyl]-6-cyclopentyl-dihydro-pyran-2,4-dione), CC=1N(C(=CC1)C)C1=CC=C(C=O)C=C1 (4-(2,5-Dimethyl-pyrrol-1-yl)-benzaldehyde). Product: ClC=1C=C(C=CC1OC)CCC1(CC(=C(C(O1)=O)CC1=CC=C(C=C1)N1C(=CC=C1C)C)O)C1CCCC1 (6-[2-(3-Chloro-4-methoxy-phenyl)-ethyl]-6-cyclopentyl-3-[4-(2,5-dimethyl-pyrrol-1-yl)-benzyl]-4-hydroxy-5,6-dihydro-pyran-2-one). As a reaction SMILES: [Cl:1][C:2]1[CH:3]=[C:4]([CH2:10][CH2:11][C:12]2([CH:20]3[CH2:24][CH2:23][CH2:22][CH2:21]3)[O:17][C:16](=[O:18])[CH2:15][C:14](=[O:19])[CH2:13]2)[CH:5]=[CH:6][C:7]=1[O:8][CH3:9].[CH3:25][C:26]1[N:27]([C:32]2[CH:39]=[CH:38][C:35]([CH:36]=O)=[CH:34][CH:33]=2)[C:28]([CH3:31])=[CH:29][CH:30]=1>>[Cl:1][C:2]1[CH:3]=[C:4]([CH2:10][CH2:11][C:12]2([CH:20]3[CH2:24][CH2:23][CH2:22][CH2:21]3)[O:17][C:16](=[O:18])[C:15]([CH2:36][C:35]3[CH:34]=[CH:33][C:32]([N:27]4[C:28]([CH3:31])=[CH:29][CH:30]=[C:26]4[CH3:25])=[CH:39][CH:38]=3)=[C:14]([OH:19])[CH2:13]2)[CH:5]=[CH:6][C:7]=1[O:8][CH3:9]. Reported procedure: The title compound was prepared by coupling 6-[2-(3-Chloro-4-methoxy-phenyl)-ethyl]-6-cyclopentyl-dihydro-pyran-2,4-dione to 4-(2,5-Dimethyl-pyrrol-1-yl)-benzaldehyde using the Me2NHBH3 method described in the synthesis of Example B(31). The reactants are CCOC(=O)C=CCP(=O)(OCC)OCC, COCCOC, [H-], [Na+], O=C1CCN(Cc2ccc3c(c2)OCO3)C1. The product is CCOC(=O)C=CC=C1CCN(Cc2ccc3c(c2)OCO3)C1. As a reaction SMILES: [CH2:17]([O:18][P:19]([O:20][CH2:21][CH3:22])(=[O:23])[CH2:25][CH:26]=[CH:27][C:28](=[O:29])[O:30][CH2:31][CH3:32])[CH3:24].[CH3:35][O:36][CH2:37][CH2:38][O:39][CH3:40].[H-:34].[Na+:33].[O:1]1[CH2:2][O:3][c:4]2[c:5]1[cH:6][cH:7][c:8]([CH2:10][N:11]1[CH2:12][C:13](=[O:16])[CH2:14][CH2:15]1)[cH:9]2>>[O:1]1[CH2:2][O:3][c:4]2[c:5]1[cH:6][cH:7][c:8]([CH2:10][N:11]1[CH2:12][C:13](=[CH:25][CH:26]=[CH:27][C:28](=[O:29])[O:30][CH2:31][CH3:32])[CH2:14][CH2:15]1)[cH:9]2. The reactants are COC1=CC(=CC=2N1C(=CN2)C=2C=C(SC2)C(=O)O)C2=CC=CC=C2 (4-(5-methoxy-7-phenylimidazo[1,2-a]pyridin-3-yl)thiophene-2-carboxylic acid), C(=O)(N1C=NC=C1)N1C=NC=C1 (1,1′-carbonyldiimidazole), [C@@H]1([C@H](CCCC1)N)N (cis-1,2-cyclohexanediamine). Solvent: CN(C=O)C (N,N-dimethylformamide). The product is N[C@H]1[C@H](CCCC1)NC(=O)C=1SC=C(C1)C1=CN=C2N1C(=CC(=C2)C2=CC=CC=C2)OC (N-[(1S,2R)-2-aminocyclohexyl]-4-(5-methoxy-7-phenylimidazo[1,2-a]pyridin-3-yl)thiophene-2-carboxamide). RXN SMILES: [CH3:1][O:2][C:3]1[N:8]2[C:9]([C:12]3[CH:13]=[C:14]([C:17]([OH:19])=O)[S:15][CH:16]=3)=[CH:10][N:11]=[C:7]2[CH:6]=[C:5]([C:20]2[CH:25]=[CH:24][CH:23]=[CH:22][CH:21]=2)[CH:4]=1.C(N1C=CN=C1)(N1C=CN=C1)=O.[C@@H:38]1([NH2:45])[CH2:43][CH2:42][CH2:41][CH2:40][C@@H:39]1[NH2:44]>CN(C)C=O>[NH2:44][C@@H:39]1[CH2:40][CH2:41][CH2:42][CH2:43][C@@H:38]1[NH:45][C:17]([C:14]1[S:15][CH:16]=[C:12]([C:9]2[N:8]3[C:3]([O:2][CH3:1])=[CH:4][C:5]([C:20]4[CH:21]=[CH:22][CH:23]=[CH:24][CH:25]=4)=[CH:6][C:7]3=[N:11][CH:10]=2)[CH:13]=1)=[O:19]. Procedure details: To a solution of 4-(5-methoxy-7-phenylimidazo[1,2-a]pyridin-3-yl)thiophene-2-carboxylic acid (10.0 mg, 0.029 mmol) in N,N-dimethylformamide (1 ml) was added 1,1′-carbonyldiimidazole (7.0 mg, 0.043 mmol). After 20 minutes cis-1,2-cyclohexanediamine (0.034 ml, 0.29 mmol) was added. After 10 minutes the reaction mixture was purified directly by preparative HPLC Reverse phase (C-18), eluting with acetonitrile/water+0.05% TFA to give N-[(1S,2R)-2-aminocyclohexyl]-4-(5-methoxy-7-phenylimidazo[1,2-a]py... The reactants are ClC1=C(C(=O)O)C=CC=C1OC(C)(C)C#N (2-chloro-3-(1-cyano-1-methylethoxy)benzoic acid), CN(C=O)C (N,N-dimethylformamide), C(C(=O)Cl)(=O)Cl (oxalyl chloride). Run in O1CCCC1 (tetrahydrofuran). Run at time 1 hour. Yields the product ClC1=C(C(=O)Cl)C=CC=C1OC(C)(C)C#N (2-chloro-3-(1-cyano-1-methylethoxy)benzoyl chloride). Reaction SMILES: [Cl:1][C:2]1[C:10]([O:11][C:12]([C:15]#[N:16])([CH3:14])[CH3:13])=[CH:9][CH:8]=[CH:7][C:3]=1[C:4](O)=[O:5].CN(C)C=O.C(Cl)(=O)C([Cl:25])=O>O1CCCC1>[Cl:1][C:2]1[C:10]([O:11][C:12]([C:15]#[N:16])([CH3:14])[CH3:13])=[CH:9][CH:8]=[CH:7][C:3]=1[C:4]([Cl:25])=[O:5]. Procedure: To a solution of 2-chloro-3-(1-cyano-1-methylethoxy)benzoic acid (278 mg, 1.16 mmol) produced in Example C70(iii) in tetrahydrofuran (2.5 mL) were added N,N-dimethylformamide (25 μL) and oxalyl chloride (125 μL, 1.46 mmol), and the mixture was stirred at room temperature for 1 hr. The reaction mixture was concentrated under reduced pressure to give 2-chloro-3-(1-cyano-1-methylethoxy)benzoyl chloride as a pale-yellow oil.